This data is from the Open Reaction Database (ORD), a public repository of structured organic reaction records. The task is: describe an organic reaction: reactants, conditions, products, and yield The reactants are [F-].[Cs+] (cesium fluoride), F.[K] (potassium hydrogen fluoride), ClC1=CC=C(C=C1)C(C#CC#N)(C)C (4-(p-chlorophenyl)-4-methyl-2-pentynenitrile), C(C)(=O)OCC.CCCCCC (ethyl acetate hexane). Solvent: CN(C=O)C (N,N-dimethylformamide), O (water), CN(C=O)C (N,N-dimethylformamide), O (water). Run at time 10 minute. Product: ClC1=CC=C(C=C1)C(C(=CC#N)F)(C)C (4-(p-Chlorophenyl)-3-fluoro-4-methyl-2-pentenenitrile). Isolated yield 76.6%. Reaction SMILES: [F-:1].[Cs+].F.[K].[Cl:5][C:6]1[CH:11]=[CH:10][C:9]([C:12]([CH3:18])([CH3:17])[C:13]#[C:14][C:15]#[N:16])=[CH:8][CH:7]=1.C(OCC)(=O)C.CCCCCC>CN(C)C=O.O>[Cl:5][C:6]1[CH:7]=[CH:8][C:9]([C:12]([CH3:18])([CH3:17])[C:13]([F:1])=[CH:14][C:15]#[N:16])=[CH:10][CH:11]=1 |f:0.1,2.3,5.6,^1:3|. Procedure: A mixture of cesium fluoride (41.38 g, 0.272 mol), potassium hydrogen fluoride (10.64 g, 0.136 mol) and water (13.07 g, 0.726 mol) in N,N-dimethylformamide is stirred for 10 minutes, treated with a solution of 4-(p-chlorophenyl)-4-methyl-2-pentynenitrile (18.5 g, 0.091 mol) in N,N-dimethylformamide, stirred at 80-85° C. for 4 hours, stirred at room temperature overnight and diluted with water. The aqueous mixture is extracted with ethyl acetate. The organic extracts are combined, washed with wat... Reaction SMILES: Cl.[CH3:2][O:3][C:4]1[CH:9]=[N:8][C:7]([O:10]C)=[C:6]2[NH:12][CH:13]=[CH:14][C:5]=12.CN1CCCC1=O>O>[OH:10][C:7]1[N:8]=[CH:9][C:4]([O:3][CH3:2])=[C:5]2[C:6]=1[NH:12][CH:13]=[CH:14]2 |f:0.1|. Procedure: To 4,7-dimethoxy-1H-pyrrolo[2,3-c]pyridine hydrochloride (50 g) taken in 2 L 3-necked round bottom flask, 250 ml N-methyl-2-pyrolidinone was added followed by 8 ml of water, and was heated to 90° C. for about 4 hrs. The reaction mixture was cooled to room temperature, diluted with water (1 L) and the whole mixture was kept in cold room for about one hour. The resulting solid was collected by filtration, washed with cold water and dried in vacuum oven at 50° C. for 4 hrs to afford 7-hydroxyl-4-me... Run in O (water), O (water). Reactants: Cl.COC1=C2C(=C(N=C1)OC)NC=C2 (4,7-dimethoxy-1H-pyrrolo[2,3-c]pyridine hydrochloride), CN1C(CCC1)=O (N-methyl-2-pyrolidinone). Conditions: temperature 90 celsius, time 1 hour. Product: OC=1N=CC(=C2C=CNC12)OC (7-hydroxyl-4-methoxy-6-azaindole). Reactants: ClC1=CC=C(C=C1)C1=NC=2C(=NC=CC2)N1CC(=O)NC=1C=NC=CC1 (2-(4-chlorophenyl)-N-(3-pyridinyl)-3H-imidazo[4,5-b]pyridine-3-acetamide), Cl (hydrogen chloride). The solvent is C(C)(C)O (isopropyl alcohol). The product is O.Cl.ClC1=CC=C(C=C1)C1=NC=2C(=NC=CC2)N1CC(=O)NC=1C=NC=CC1 (2-(4-Chlorophenyl)-N-(3-pyridinyl)-3H-imidazo[4,5-b]pyridine-3-acetamide hydrochloride hydrate). Reaction SMILES: [Cl:1][C:2]1[CH:7]=[CH:6][C:5]([C:8]2[N:16]([CH2:17][C:18]([NH:20][C:21]3[CH:22]=[N:23][CH:24]=[CH:25][CH:26]=3)=[O:19])[C:11]3=[N:12][CH:13]=[CH:14][CH:15]=[C:10]3[N:9]=2)=[CH:4][CH:3]=1.Cl>C(O)(C)C>[OH2:19].[ClH:1].[Cl:1][C:2]1[CH:3]=[CH:4][C:5]([C:8]2[N:16]([CH2:17][C:18]([NH:20][C:21]3[CH:22]=[N:23][CH:24]=[CH:25][CH:26]=3)=[O:19])[C:11]3=[N:12][CH:13]=[CH:14][CH:15]=[C:10]3[N:9]=2)=[CH:6][CH:7]=1 |f:3.4.5|. Procedure: Solid 2-(4-chlorophenyl)-N-(3-pyridinyl)-3H-imidazo[4,5-b]pyridine-3-acetamide (0.50 g) was dissolved in isopropyl alcohol and acidified with excess ethereal hydrogen chloride to produce a crystalline precipitate. The solid was collected, washed with ether, and dried under high vacuum at room temperature overnight to give 0.58 g (91%), mp 189°-91° C. Starting materials: FC1=CC=C(C(=O)C2=CC=C(C=C2)F)C=C1 (4,4'-difluorobenzophenone), C(C)C1=NN=NN1C (5-Ethyl-1-methyl-1H-tetrazole), C(CCC)[Li] (n-butyllithium). Solvent: O1CCCC1 (tetrahydrofuran), O1CCCC1 (tetrahydrofuran), CCCCCC (hexane). Conditions: temperature -20 celsius, time 30 minute. Yields the product FC1=CC=C(C=C1)C(C(C)C1=NN=NN1C)(O)C1=CC=C(C=C1)F (1,1-Bis(4-fluorophenyl)-2-(1-methyl-1H-tetrazol-5-yl)propanol). The yield is 65.4%. RXN SMILES: [CH2:1]([C:3]1[N:7]([CH3:8])[N:6]=[N:5][N:4]=1)[CH3:2].C([Li])CCC.[F:14][C:15]1[CH:29]=[CH:28][C:18]([C:19]([C:21]2[CH:26]=[CH:25][C:24]([F:27])=[CH:23][CH:22]=2)=[O:20])=[CH:17][CH:16]=1>O1CCCC1.CCCCCC>[F:14][C:15]1[CH:29]=[CH:28][C:18]([C:19]([C:21]2[CH:26]=[CH:25][C:24]([F:27])=[CH:23][CH:22]=2)([OH:20])[CH:1]([C:3]2[N:7]([CH3:8])[N:6]=[N:5][N:4]=2)[CH3:2])=[CH:17][CH:16]=1. Procedure: To a solution of 5-ethyl-1-methyl-1H-tetrazole (5.6 g, 0.05 mole) [prepared in Step A] in 60 mL of dry tetrahydrofuran was added 2.5M n-butyllithium (20 mL, 0.05 mole) in hexane over 5 minutes at -78° C. (bath temperature) under an inert atmosphere. The mixture was stirred for 30 minutes and a solution of 4,4'-difluorobenzophenone (10.8 g, 0.5 mole) in 25 mL of dry tetrahydrofuran was added over 5 minutes. This mixture was stirred for an additional 2 hours while the bath temperature was slowly w... The solvent is C(Cl)Cl (CH2Cl2). Reactants: C(C1=CC=CC=C1)N1N=C(C2=C1CC(C2)=O)C(=O)O (1-Benzyl-5-oxo-1,4,5,6-tetrahydro-cyclopentapyrazole-3-carboxylic acid), ON1C(CCC1=O)=O (N-hydroxy succinimide), C(CCl)Cl (EDC). Reaction conditions: time 18 hour. Yields the product O=C1N(C(CC1)=O)OC(=O)C1=NN(C2=C1CC(C2)=O)CC2=CC=CC=C2 (1-Benzyl-5-oxo-1,4,5,6-tetrahydro-cyclopentapyrazole-3-carboxylic acid 2,5-dioxo-pyrrolidin-1-yl ester). As a reaction SMILES: [CH2:1]([N:8]1[C:12]2[CH2:13][C:14](=[O:16])[CH2:15][C:11]=2[C:10]([C:17]([OH:19])=[O:18])=[N:9]1)[C:2]1[CH:7]=[CH:6][CH:5]=[CH:4][CH:3]=1.O[N:21]1[C:25](=[O:26])[CH2:24][CH2:23][C:22]1=[O:27].C(Cl)CCl>C(Cl)Cl>[O:27]=[C:22]1[CH2:23][CH2:24][C:25](=[O:26])[N:21]1[O:18][C:17]([C:10]1[C:11]2[CH2:15][C:14](=[O:16])[CH2:13][C:12]=2[N:8]([CH2:1][C:2]2[CH:3]=[CH:4][CH:5]=[CH:6][CH:7]=2)[N:9]=1)=[O:19]. Procedure details: To a solution of the intermediate from step C (1.34 g, 5.25 mmol) in CH2Cl2 (50 mL) was added N-hydroxy succinimide (1.21 g, 10.5 mmol) followed by EDC (2.01 g, 10.5 mmol). After stirring at room temperature for 18 hours, the reaction mixture was concentrated in vacuo. The residue was diluted with ethyl acetate (200 mL), washed with saturated NaHCO3, solution and brine. The organic layer was dried over anhydrous Na2SO4, filtered and concentrated in vacuo. A yellow solid was obtained. Starting materials: solid, BrC1=CC(=CC=2C(=C3N(C12)CCNC3=O)C)Cl (6-bromo-8-chloro-10-methyl-3,4-dihydro-2H-pyrazino[1,2-a]indol-1-one), BrC1=CC(=CC=2C(=C3N(C12)CCNC3=O)C)Cl (6-bromo-8-chloro-10-methyl-3,4-dihydro-2H-pyrazino[1,2-a]indol-1-one), FC=1C=C(C=CC1F)B(O)O (3,4-difluoro-phenylboronic acid). Product: ClC1=CC=2C(=C3N(C2C(=C1)C1=CC(=C(C=C1)F)F)CCNC3=O)C (8-Chloro-6-(3,4-difluoro-phenyl)-10-methyl-3,4-dihydro-2H-pyrazino[1,2-a]indol-1-one). Reaction SMILES: Br[C:2]1[C:10]2[N:9]3[CH2:11][CH2:12][NH:13][C:14](=[O:15])[C:8]3=[C:7]([CH3:16])[C:6]=2[CH:5]=[C:4]([Cl:17])[CH:3]=1.[F:18][C:19]1[CH:20]=[C:21](B(O)O)[CH:22]=[CH:23][C:24]=1[F:25]>>[Cl:17][C:4]1[CH:3]=[C:2]([C:22]2[CH:21]=[CH:20][C:19]([F:18])=[C:24]([F:25])[CH:23]=2)[C:10]2[N:9]3[CH2:11][CH2:12][NH:13][C:14](=[O:15])[C:8]3=[C:7]([CH3:16])[C:6]=2[CH:5]=1. Reported procedure: The title compound, white solid (69 mg, 80%), MS (ISP) m/z=347.4 [(M+H)+], mp 235.5° C., was prepared in accordance with the general method of example 1 from 6-bromo-8-chloro-10-methyl-3,4-dihydro-2H-pyrazino[1,2-a]indol-1-one (intermediate 12) (78.4 mg, 0.25 mmol) and commercially available 3,4-difluoro-phenylboronic acid (51.3 mg, 0.325 mmol).